From a dataset of the Open Reaction Database (ORD), a public repository of structured organic reaction records. describe an organic reaction: reactants, conditions, products, and yield Yields the product COCCCOC1=CC(=[N+](C=C1)[O-])C (4-(3-Methoxypropoxy)-2-Methylpyridine 1-Oxide). Reported procedure: 5.85 g (0.065 mol) of methoxypropanol was dissolved in 60 ml of dimethyl sulfoxide to obtain a solution. 2.6 g (0.065 mol) of sodium hydride was added to this solution at a room temperature in a nitrogen atmosphere. The obtained mixture was stirred at 60° C. for 0.5 hour. A solution of 4.66 g (0.0325 mol) of 4-chloro-2-methylpyridine 1-oxide in 20 ml of dimethyl sulfoxide was dropwise added to the mixture under cooling with ice. The mixture was stirred at 40° C. for one hour. After the completio... Starting materials: ClC1=CC(=[N+](C=C1)[O-])C (4-chloro-2-methylpyridine 1-oxide), O (water), COC(CC)O (methoxypropanol), [H-].[Na+] (sodium hydride). As a reaction SMILES: [CH3:1][O:2][CH:3](O)[CH2:4][CH3:5].[H-].[Na+].Cl[C:10]1[CH:15]=[CH:14][N+:13]([O-:16])=[C:12]([CH3:17])[CH:11]=1.[OH2:18]>CS(C)=O>[CH3:1][O:2][CH2:3][CH2:4][CH2:5][O:18][C:10]1[CH:15]=[CH:14][N+:13]([O-:16])=[C:12]([CH3:17])[CH:11]=1 |f:1.2|. The solvent is CS(=O)C (dimethyl sulfoxide), CS(=O)C (dimethyl sulfoxide). Run at temperature 60 celsius, time 0.5 hour. The reactants are CC(C[C@@H](C1=C(C=CC=C1)N1CCCCC1)N)C ((S)-3-Methyl-1-(2-piperidino-phenyl)-1-butylamine), C(C)OC=1C=C(C=CC1C(=O)OCC)CC(=O)O (3-ethoxy-4-ethoxycarbonyl-phenylacetic acid). Yields the product C(C)OC1=C(C(=O)OCC)C=CC(=C1)CC(=O)NC(CC(C)C)C1=C(C=CC=C1)N1CCCCC1 (Ethyl 2-ethoxy-4-[N-(1-(2-piperidino-phenyl)-3-methyl-1-butyl)-aminocarbonylmethyl]benzoate). As a reaction SMILES: [CH3:1][CH:2]([CH3:18])[CH2:3][C@H:4]([NH2:17])[C:5]1[CH:10]=[CH:9][CH:8]=[CH:7][C:6]=1[N:11]1[CH2:16][CH2:15][CH2:14][CH2:13][CH2:12]1.[CH2:19]([O:21][C:22]1[CH:23]=[C:24]([CH2:33][C:34](O)=[O:35])[CH:25]=[CH:26][C:27]=1[C:28]([O:30][CH2:31][CH3:32])=[O:29])[CH3:20]>>[CH2:19]([O:21][C:22]1[CH:23]=[C:24]([CH2:33][C:34]([NH:17][CH:4]([C:5]2[CH:10]=[CH:9][CH:8]=[CH:7][C:6]=2[N:11]2[CH2:16][CH2:15][CH2:14][CH2:13][CH2:12]2)[CH2:3][CH:2]([CH3:18])[CH3:1])=[O:35])[CH:25]=[CH:26][C:27]=1[C:28]([O:30][CH2:31][CH3:32])=[O:29])[CH3:20]. Procedure: Prepared from (S)-3-Methyl-1-(2-piperidino-phenyl)-1-butylamine and 3-ethoxy-4-ethoxycarbonyl-phenylacetic acid analogously to Example 1.